describe an organic reaction: reactants, conditions, products, and yield From a dataset of the Open Reaction Database (ORD), a public repository of structured organic reaction records. The reactants are [H][H] (hydrogen), C(C1=CC=CC=C1)(=O)N1C2=CC=C(C=C2C=2C(CCCC12)C(=O)OCC1=CC=CC=C1)OC (benzyl 9-benzoyl-6-methoxy-1,2,3,4-tetrahydrocarbazole-4-carboxylate). The reagents and catalysts are [Pd] (palladium-on-charcoal). Solvent: C(C)(=O)OCC (ethyl acetate). The product is C(C1=CC=CC=C1)(=O)N1C2=CC=C(C=C2C=2C(CCCC12)C(=O)O)OC (9-Benzoyl-6-methoxy-1,2,3,4-tetrahydrocarbazole-4-carboxylic acid). Reaction SMILES: [C:1]([N:9]1[C:21]2[CH2:20][CH2:19][CH2:18][CH:17]([C:22]([O:24]CC3C=CC=CC=3)=[O:23])[C:16]=2[C:15]2[C:10]1=[CH:11][CH:12]=[C:13]([O:32][CH3:33])[CH:14]=2)(=[O:8])[C:2]1[CH:7]=[CH:6][CH:5]=[CH:4][CH:3]=1.[H][H]>[Pd].C(OCC)(=O)C>[C:1]([N:9]1[C:21]2[CH2:20][CH2:19][CH2:18][CH:17]([C:22]([OH:24])=[O:23])[C:16]=2[C:15]2[C:10]1=[CH:11][CH:12]=[C:13]([O:32][CH3:33])[CH:14]=2)(=[O:8])[C:2]1[CH:3]=[CH:4][CH:5]=[CH:6][CH:7]=1. Procedure: A solution of 6.7 g. of benzyl 9-benzoyl-6-methoxy-1,2,3,4-tetrahydrocarbazole-4-carboxylate in 250 ml. of ethyl acetate was hydrogenated over 1 g. of palladium-on-charcoal until the required amount of hydrogen had reacted. The mixture was filtered and the filtrate was evaporated to dryness under reduced pressure. The residue was slurried in ether and the resulting solid was collected by filtration to give 1.8 g. of the title compound; m.p. 157-159°C. Starting materials: C(C)(C)(C)C1CCC2(OCC(O2)CN)CC1 (8-t-butyl-2-aminomethyl-1,4-dioxaspiro(4,5)decane), COC1=NC(=NC(=C1)OC)S(=O)(=O)C (4,6-dimethoxy-2-methylsulfonyl-pyrimidine), C([O-])([O-])=O.[K+].[K+] (potassium carbonate). The product is C(C)(C)(C)C1CCC2(OCC(O2)CNC2=NC(=CC(=N2)OC)OC)CC1 (8-t-butyl-2-(4,6-dimethoxy pyrimid-2-ylaminomethyl)-1,4-dioxaspiro(4,5)decane). Yield: 66.0%. As a reaction SMILES: [C:1]([CH:5]1[CH2:16][CH2:15][C:8]2([O:12][CH:11]([CH2:13][NH2:14])[CH2:10][O:9]2)[CH2:7][CH2:6]1)([CH3:4])([CH3:3])[CH3:2].[CH3:17][O:18][C:19]1[CH:24]=[C:23]([O:25][CH3:26])[N:22]=[C:21](S(C)(=O)=O)[N:20]=1.C(=O)([O-])[O-].[K+].[K+]>>[C:1]([CH:5]1[CH2:16][CH2:15][C:8]2([O:12][CH:11]([CH2:13][NH:14][C:21]3[N:22]=[C:23]([O:25][CH3:26])[CH:24]=[C:19]([O:18][CH3:17])[N:20]=3)[CH2:10][O:9]2)[CH2:7][CH2:6]1)([CH3:4])([CH3:2])[CH3:3] |f:2.3.4|. Procedure: 8-t-butyl-2-aminomethyl-1,4-dioxaspiro(4,5)decane (3.3 g, 14.5 mmol), 4,6-dimethoxy-2-methylsulfonyl-pyrimidine (3.16 g, 14.5 mmol) and potassium carbonate (2.76 g, 20 mmol) were heated to 160° C. for 1 hour. The reaction mixture was then extracted with toluene and the concentrated extracts purified by flash chromatography using a 3:1 mixture of toluene and ethylacetate. 3.5 g of a faint yellow oil was obtained which crystallised on standing. NMR analysis indicated the product being a mixture of... Reactants: Intermediate 97, C(=O)[O-].[NH4+] (ammonium formate), [N+](=O)([O-])C1=CC=C(C=C1)C=1N=CN(C1)CCC(=O)OC(C)(C)C (1,1-dimethylethyl 3-[4-(4-nitrophenyl)-1H-imidazol-1-yl]propanoate). The reagents and catalysts are [Pd] (Palladium). Run in C(C)O (ethanol). Conditions: temperature 40 celsius. Yields the product NC1=CC=C(C=C1)C=1N=CN(C1)CCC(=O)OC(C)(C)C (1,1-dimethylethyl 3-[4-(4-aminophenyl)-1H-imidazol-1-yl]propanoate). Yield: 76.0%. Reaction SMILES: [N+:1]([C:4]1[CH:9]=[CH:8][C:7]([C:10]2[N:11]=[CH:12][N:13]([CH2:15][CH2:16][C:17]([O:19][C:20]([CH3:23])([CH3:22])[CH3:21])=[O:18])[CH:14]=2)=[CH:6][CH:5]=1)([O-])=O.C([O-])=O.[NH4+]>C(O)C.[Pd]>[NH2:1][C:4]1[CH:9]=[CH:8][C:7]([C:10]2[N:11]=[CH:12][N:13]([CH2:15][CH2:16][C:17]([O:19][C:20]([CH3:23])([CH3:22])[CH3:21])=[O:18])[CH:14]=2)=[CH:6][CH:5]=1 |f:1.2|. Procedure details: Palladium (10% w/w on carbon, 50% wet, 260 mg, 2.443 mmol) was added to a solution of 1,1-dimethylethyl 3-[4-(4-nitrophenyl)-1H-imidazol-1-yl]propanoate (for a preparation see Intermediate 97) (2.6 g, 8.19 mmol) and ammonium formate (1.29 g, 20.48 mmol) in ethanol (50 mL). The reaction mixture was refluxed for 4 h then was cooled to approximately 40° C. and filtered through celite whilst still warm. Most of the solvent was removed in vacuo from the filtrate to give 1,1-dimethylethyl 3-[4-(4-amin... Reactants: FC(C1=CC=C(C=C1)N1N=C(C2=CC=CC=C12)C1CCN(CC1)C#N)(F)F (4-[1-(4-trifluoromethylphenyl)-1H-indazol-3-yl]-piperidine-1-carbonitrile), C[O-].[Na+] (sodium methoxide), O (H2O). The solvent is CO (methanol). Run at time 3 hour. Product: COC(=N)N1CCC(CC1)C1=NN(C2=CC=CC=C12)C1=CC=C(C=C1)C(F)(F)F (4-[1-[4-(Trifloromethyl)phenyl]-1H-indazol-3-yl]piperidine-1-carboximidic acid methyl ester). Yield: 87.4%. RXN SMILES: [F:1][C:2]([F:27])([F:26])[C:3]1[CH:8]=[CH:7][C:6]([N:9]2[C:17]3[C:12](=[CH:13][CH:14]=[CH:15][CH:16]=3)[C:11]([CH:18]3[CH2:23][CH2:22][N:21]([C:24]#[N:25])[CH2:20][CH2:19]3)=[N:10]2)=[CH:5][CH:4]=1.[CH3:28][O-:29].[Na+].O>CO>[CH3:28][O:29][C:24]([N:21]1[CH2:20][CH2:19][CH:18]([C:11]2[C:12]3[C:17](=[CH:16][CH:15]=[CH:14][CH:13]=3)[N:9]([C:6]3[CH:7]=[CH:8][C:3]([C:2]([F:1])([F:26])[F:27])=[CH:4][CH:5]=3)[N:10]=2)[CH2:23][CH2:22]1)=[NH:25] |f:1.2|. Reported procedure: A mixture of 4-[1-(4-trifluoromethylphenyl)-1H-indazol-3-yl]-piperidine-1-carbonitrile of Example 101 (20.0 g, 0.054 moles) and sodium methoxide (12.4 ml of 25% sodium methoxide in methanol 0.054 moles) in methanol (120 ml) was warmed to effect solution and then stirred at ambient temperature for 3 hours. The mixture was poured into H2O, extracted (CHCl3), dried (MgSO4), and concentrated to yield an oil. The oil was triturated with hexane which produced 19 g of a solid. The solid was recrystalli... Reactants: ClC1=CC=C(C=C1)C1C(CN(C1)C(=O)C1CCNCC1)N(C(C1=CC(=C(C=C1)OC)C(F)(F)F)=O)C (N-[(3RS,4SR)-4-(4-chloro-phenyl)-1-(piperidine-4-carbonyl)-pyrrolidin-3-yl]-4-methoxy-N-methyl-3-trifluoromethyl-benzamide), CC(C=O)(C)C (trimethylacetaldehyde). Product: ClC1=CC=C(C=C1)C1C(CN(C1)C(=O)C1CCN(CC1)CC(C)(C)C)N(C(C1=CC(=C(C=C1)OC)C(F)(F)F)=O)C (N-{(3RS,4SR)-4-(4-chloro-phenyl)-1-[1-(2,2-dimethyl-propyl)-piperidine-4-carbonyl]-pyrrolidin-3-yl}-4-methoxy-N-methyl-3-trifluoromethyl-benzamide). Reaction SMILES: [Cl:1][C:2]1[CH:7]=[CH:6][C:5]([CH:8]2[CH2:12][N:11]([C:13]([CH:15]3[CH2:20][CH2:19][NH:18][CH2:17][CH2:16]3)=[O:14])[CH2:10][CH:9]2[N:21]([CH3:36])[C:22](=[O:35])[C:23]2[CH:28]=[CH:27][C:26]([O:29][CH3:30])=[C:25]([C:31]([F:34])([F:33])[F:32])[CH:24]=2)=[CH:4][CH:3]=1.[CH3:37][C:38]([CH3:42])([CH3:41])[CH:39]=O>>[Cl:1][C:2]1[CH:3]=[CH:4][C:5]([CH:8]2[CH2:12][N:11]([C:13]([CH:15]3[CH2:20][CH2:19][N:18]([CH2:37][C:38]([CH3:42])([CH3:41])[CH3:39])[CH2:17][CH2:16]3)=[O:14])[CH2:10][CH:9]2[N:21]([CH3:36])[C:22](=[O:35])[C:23]2[CH:28]=[CH:27][C:26]([O:29][CH3:30])=[C:25]([C:31]([F:33])([F:32])[F:34])[CH:24]=2)=[CH:6][CH:7]=1. Procedure details: In analogy to the procedure described for the synthesis of example 104, the title compound N-{(3RS,4SR)-4-(4-chloro-phenyl)-1-[1-(2,2-dimethyl-propyl)-piperidine-4-carbonyl]-pyrrolidin-3-yl}-4-methoxy-N-methyl-3-trifluoromethyl-benzamide was prepared from N-[(3RS,4SR)-4-(4-chloro-phenyl)-1-(piperidine-4-carbonyl)-pyrrolidin-3-yl]-4-methoxy-N-methyl-3-trifluoromethyl-benzamide using trimethylacetaldehyde (75% in tert butanol) instead of acetone and was obtained as a light brown oil. MS m/e: 594.3... Reactants: CCOC(=O)C1CC(=O)CCC1N1CCC(NC(=O)OCc2ccccc2)C1=O, CCOC(=O)C1CC(N(C)C(C)C)CCC1N1CCC(NC(=O)OCc2ccccc2)C1=O, CC(C)[O-], CC(C)[O-], CC(C)[O-], CC(C)[O-], CNC(C)C, ClCCl, [Na+], [OH-], [Pt], [Ti+4]. The product is CC(C)N(C)C1CCC(N2CCC(NC(=O)OCc3ccccc3)C2=O)C(C(=O)O)C1. As a reaction SMILES: [CH2:1]([O:2][C:3]([NH:4][CH:5]1[CH2:6][CH2:7][N:8]([CH:9]2[CH2:10][CH2:11][C:12](=[O:13])[CH2:14][CH:15]2[C:16]([O:17][CH2:18][CH3:19])=[O:20])[C:21]1=[O:22])=[O:23])[c:24]1[cH:25][cH:26][cH:27][cH:28][cH:29]1.[CH2:35]([c:36]1[cH:37][cH:38][cH:39][cH:40][cH:41]1)[O:42][C:43](=[O:44])[NH:45][CH:46]1[C:47](=[O:67])[N:48]([CH:51]2[CH:52]([C:62](=[O:63])[O:64][CH2:65][CH3:66])[CH2:53][CH:54]([N:57]([CH3:58])[CH:59]([CH3:60])[CH3:61])[CH2:55][CH2:56]2)[CH2:49][CH2:50]1.[CH3:74][CH:75]([CH3:76])[O-:77].[CH3:78][CH:79]([CH3:80])[O-:81].[CH3:82][CH:83]([CH3:84])[O-:85].[CH3:86][CH:87]([CH3:88])[O-:89].[CH:30]([NH:31][CH3:32])([CH3:33])[CH3:34].[Cl:70][CH2:71][Cl:72].[Na+:69].[OH-:68].[Pt:73].[Ti+4:90]>>[CH2:35]([c:36]1[cH:37][cH:38][cH:39][cH:40][cH:41]1)[O:42][C:43](=[O:44])[NH:45][CH:46]1[C:47](=[O:67])[N:48]([CH:51]2[CH:52]([C:62](=[O:63])[OH:64])[CH2:53][CH:54]([N:57]([CH3:58])[CH:59]([CH3:60])[CH3:61])[CH2:55][CH2:56]2)[CH2:49][CH2:50]1.